Dataset: the Open Reaction Database (ORD), a public repository of structured organic reaction records. Task: describe an organic reaction: reactants, conditions, products, and yield Starting materials: C(C)(=O)O (acetic acid), C(C1=CC=CC=C1)N(C)CC1(CCC(CC1)(C1=CC=CC=C1)NC)C1=CC=CC=C1 ({4-[(benzyl-methyl-amino)-methyl]-1,4-diphenyl-cyclohexyl}-methylamine), C=O (formalin), C(#N)B.[Na] (sodium cyanoboron hydride). The solvent is C(C)#N (acetonitrile). Run at time 45 minute. Yields the product C(C1=CC=CC=C1)N(C)CC1(CCC(CC1)(C1=CC=CC=C1)N(C)C)C1=CC=CC=C1 ([4-[(benzyl-methyl-amino)-methyl]-1,4-diphenyl-cyclohexyl]-dimethylamine). As a reaction SMILES: [CH2:1]([N:8]([CH2:10][C:11]1([C:25]2[CH:30]=[CH:29][CH:28]=[CH:27][CH:26]=2)[CH2:16][CH2:15][C:14]([NH:23][CH3:24])([C:17]2[CH:22]=[CH:21][CH:20]=[CH:19][CH:18]=2)[CH2:13][CH2:12]1)[CH3:9])[C:2]1[CH:7]=[CH:6][CH:5]=[CH:4][CH:3]=1.C=O.[C:33](B)#N.[Na].C(O)(=O)C>C(#N)C>[CH2:1]([N:8]([CH2:10][C:11]1([C:25]2[CH:30]=[CH:29][CH:28]=[CH:27][CH:26]=2)[CH2:16][CH2:15][C:14]([N:23]([CH3:33])[CH3:24])([C:17]2[CH:18]=[CH:19][CH:20]=[CH:21][CH:22]=2)[CH2:13][CH2:12]1)[CH3:9])[C:2]1[CH:3]=[CH:4][CH:5]=[CH:6][CH:7]=1 |f:2.3,^1:35|. Reported procedure: A solution of the title compound from step 10 (diastereomer mixture) (0.350 g, 0.878 mmol) and formalin (1.23 mL, 37% aqueous solution) in acetonitrile (15 mL) was mixed in portions with sodium cyanoboron hydride (0.250 g, 3.86 mmol) and stirred for 45 min at room temperature. Conc. acetic acid was then added until a neutral reaction occurred and the mixture was subsequently stirred for 45 min at room temperature. For work up the solvent was removed in a vacuum, the residue taken up in 2N NaOH (...